Dataset: the Open Reaction Database (ORD), a public repository of structured organic reaction records. Task: describe an organic reaction: reactants, conditions, products, and yield Starting materials: C(C)[Mg]Br (ethylmagnesium bromide), CN(C1=CC=C(C(=O)C2=CC=C(C=C2)N(C)C)C=C1)C (4,4′-bis(dimethylamino)benzophenone), [Cl-].[NH4+] (ammonium chloride). The solvent is C1CCOC1 (THF). Conditions: temperature 0 celsius, time 5 hour. Yields the product CN(C1=CC=C(C=C1)C(=CC)C1=CC=C(C=C1)N(C)C)C (1,1-Bis(4-dimethylaminophenyl)propene). Isolated yield 65.1%. RXN SMILES: [CH2:1]([Mg]Br)[CH3:2].[CH3:5][N:6]([CH3:24])[C:7]1[CH:23]=[CH:22][C:10]([C:11]([C:13]2[CH:18]=[CH:17][C:16]([N:19]([CH3:21])[CH3:20])=[CH:15][CH:14]=2)=O)=[CH:9][CH:8]=1.[Cl-].[NH4+]>C1COCC1>[CH3:5][N:6]([CH3:24])[C:7]1[CH:23]=[CH:22][C:10]([C:11]([C:13]2[CH:18]=[CH:17][C:16]([N:19]([CH3:21])[CH3:20])=[CH:15][CH:14]=2)=[CH:1][CH3:2])=[CH:9][CH:8]=1 |f:2.3|. Procedure: Into a reactor was introduced 102 mL (82.0 mmol; 0.80 M THF solution) of ethylmagnesium bromide under a nitrogen atmosphere. The contents were cooled to 0° C. Thereto was gradually added dropwise a solution prepared by mixing 20.0 g (74.5 mmol) of 4,4′-bis(dimethylamino)benzophenone and 40 mL of THF. This mixture was stirred at room temperature for 5 hours. Saturated aqueous ammonium chloride solution was added to the resultant reaction mixture, and the metal salt yielded was removed by Celite f... The reactants are C1OC2[C@H](CCCCCCC(=O)OC)[C@H](CC2OC1)CCC(C(CC=C(C)C)(C)C)=O (9-ethylenedioxy-15-keto-16,16,19-trimethyl-prost-18-enoic acid, methyl ester), [BH4-].[Na+] (sodium borohydride). Solvent: O (water), CO (methanol). Reaction conditions: time 30 minute. The product is O=C1[C@H](CCCCCCC(=O)OC)[C@H](CC1)CCC(C(CC=C(C)C)(C)C)O (9-Keto-15-hydroxy-16,16,19-trimethyl-prost-18-enoic acid, methyl ester). RXN SMILES: C1CO[CH:17]2[CH:3]([C@@H:4]([C@@H:15]([CH2:20][CH2:21][C:22](=[O:31])[C:23]([CH3:30])([CH3:29])[CH2:24][CH:25]=[C:26]([CH3:28])[CH3:27])[CH2:16]2)[CH2:5][CH2:6][CH2:7][CH2:8][CH2:9][CH2:10][C:11]([O:13][CH3:14])=[O:12])[O:2]1.[BH4-].[Na+]>CO.O>[O:2]=[C:3]1[CH2:17][CH2:16][C@H:15]([CH2:20][CH2:21][CH:22]([OH:31])[C:23]([CH3:30])([CH3:29])[CH2:24][CH:25]=[C:26]([CH3:27])[CH3:28])[C@H:4]1[CH2:5][CH2:6][CH2:7][CH2:8][CH2:9][CH2:10][C:11]([O:13][CH3:14])=[O:12] |f:1.2|. Reported procedure: To the solution of 2.4 g of 9-ethylenedioxy-15-keto-16,16,19-trimethyl-prost-18-enoic acid, methyl ester in methanol (20 ml.) 0.4 g of sodium borohydride are gradually added while the temperature is kept under 35° C. The mixture is stirred for 30 minutes, then diluted with water (150 ml.) and extracted with ethyl acetate (3×70 ml.). The organic layer is washed with water to neutrality, dried over sodium sulphate and the solvent is removed in vacuo. The oily residue (2.2 g) is suspended in 65% ac... Reported procedure: To a solution of 3-hydroxybenzoic acid (6.9 g, 50 mmole) in DMF (100 ml) was added potassium-tert.-butoxide (6.17 g, 55 mmole) and the mixture was stirred at room temperature for one hour. 4-Methoxybenzyl chloride (9.4 g, 60 mmole) was added and the mixture was stirred for 16 hours at 60° C. The mixture was evaporated under reduced pressure and ethyl acetate (250 ml) were added. The organic phase was washed five times with water, dried with sodium sulfate and evaporated under reduced pressure. T... Product: OC=1C=C(C(=O)OCC2=CC=C(C=C2)OC)C=CC1 (4-Methoxybenzyl 3-hydroxybenzoate). Solvent: CN(C)C=O (DMF). Reactants: OC=1C=C(C(=O)O)C=CC1 (3-hydroxybenzoic acid), [K].CC(C)([O-])C (potassium tert.-butoxide), COC1=CC=C(CCl)C=C1 (4-Methoxybenzyl chloride). Conditions: time 1 hour. As a reaction SMILES: [OH:1][C:2]1[CH:3]=[C:4]([CH:8]=[CH:9][CH:10]=1)[C:5]([OH:7])=[O:6].[K].CC(C)([O-])C.[CH3:17][O:18][C:19]1[CH:26]=[CH:25][C:22]([CH2:23]Cl)=[CH:21][CH:20]=1>CN(C=O)C>[OH:1][C:2]1[CH:3]=[C:4]([CH:8]=[CH:9][CH:10]=1)[C:5]([O:7][CH2:23][C:22]1[CH:25]=[CH:26][C:19]([O:18][CH3:17])=[CH:20][CH:21]=1)=[O:6] |f:1.2,^1:10|. Reactants: CC([C@@H](C(NC=1SC=CN1)=O)NC([C@@H]([C@H](C)N(OC1OCCCC1)C=O)CC1CCC(CC1)C1=CC=CC=C1)=O)(C)C ((2R,3S)-3-(formyl-tetrahydropyranyloxyamino)-2-(4-phenylcyclohexylmethyl)butanoic acid [(1S)-2,2-dimethyl-1-(1,3-thiazol-2-ylcarbamoyl)-1-propyl]amide). The solvent is C(C)(=O)O (acetic acid). Reaction conditions: temperature 40 celsius, time 18 hour. Product: CC([C@@H](C(NC=1SC=CN1)=O)NC([C@@H]([C@H](C)N(O)C=O)CC1CCC(CC1)C1=CC=CC=C1)=O)(C)C ((2R,3S)-3-(formyl-hydroxyamino)-2-(4-phenylcyclohexylmethyl)butanoic acid [(1S)-2,2-dimethyl-1-(1,3-thiazol-2-ylcarbamoyl)-1-propyl]amide). Yield: 80.6%. As a reaction SMILES: [CH3:1][C:2]([CH3:42])([CH3:41])[C@H:3]([NH:12][C:13](=[O:40])[C@H:14]([CH2:27][CH:28]1[CH2:33][CH2:32][CH:31]([C:34]2[CH:39]=[CH:38][CH:37]=[CH:36][CH:35]=2)[CH2:30][CH2:29]1)[C@@H:15]([N:17]([CH:25]=[O:26])[O:18]C1CCCCO1)[CH3:16])[C:4](=[O:11])[NH:5][C:6]1[S:7][CH:8]=[CH:9][N:10]=1>C(O)(=O)C>[CH3:41][C:2]([CH3:1])([CH3:42])[C@H:3]([NH:12][C:13](=[O:40])[C@H:14]([CH2:27][CH:28]1[CH2:29][CH2:30][CH:31]([C:34]2[CH:39]=[CH:38][CH:37]=[CH:36][CH:35]=2)[CH2:32][CH2:33]1)[C@@H:15]([N:17]([CH:25]=[O:26])[OH:18])[CH3:16])[C:4](=[O:11])[NH:5][C:6]1[S:7][CH:8]=[CH:9][N:10]=1. Procedure: A mixture of (2R,3S)-3-(formyl-tetrahydropyranyloxyamino)-2-(4-phenylcyclohexylmethyl)butanoic acid [(1S)-2,2-dimethyl-1-(1,3-thiazol-2-ylcarbamoyl)-1-propyl]amide (0.12 g, 0.20 mmol) in 80% acetic acid (10 mL) is heated at 40° C. for 18 h. The mixture is concentrated in vauco, the residue is taken up in ethanol and concentrated in vacuo. Repeating the ethanol treatment several times and addition of water is followed by stirring at 25° C. for 18 h. The resulting solid is filtered, washed with wa... Reactants: COC=1C=C(N)C=CC1C1=CN=CO1 (3-Methoxy-4-(5-oxazolyl)aniline), NC1=CC(=C(C=C1)C1=CN=CO1)OC (5-(4-Amino-2-methoxyphenyl)oxazole), C(#N)C=1C=C(C=CC1)N=C=O (3-cyanophenyl isocyanate). Run in C(Cl)Cl (DCM). Product: C(#N)C=1C=C(C=CC1)NC(=O)NC1=CC(=C(C=C1)C1=CN=CO1)OC (N-(3-Cyanophenyl)-N′-[3-methoxy-4-(5-oxazolyl)phenyl]urea). Yield: 89.0%. RXN SMILES: [CH3:1][O:2][C:3]1[CH:4]=[C:5]([CH:7]=[CH:8][C:9]=1[C:10]1[O:14][CH:13]=[N:12][CH:11]=1)[NH2:6].[C:15]([C:17]1[CH:18]=[C:19]([N:23]=[C:24]=[O:25])[CH:20]=[CH:21][CH:22]=1)#[N:16]>C(Cl)Cl>[C:15]([C:17]1[CH:18]=[C:19]([NH:23][C:24]([NH:6][C:5]2[CH:7]=[CH:8][C:9]([C:10]3[O:14][CH:13]=[N:12][CH:11]=3)=[C:3]([O:2][CH3:1])[CH:4]=2)=[O:25])[CH:20]=[CH:21][CH:22]=1)#[N:16]. Procedure details: 3-Methoxy-4-(5-oxazolyl)aniline, 1D (1.00 g, 5.26 mmol) and 3-cyanophenyl isocyanate (1.17 g, 7.89 mmol) in DCM (40 mL) were stirred at rt for 20 h. The precipitate formed was collected by filtration, followed by washing with dichlorometnane to provide 1E (1.57 g, 89% yield) as a yellow solid. (LC/MS retention time=3.67 min.; M+=335. Column: YMC S5 ODS 4.6×5.0 mm Ballistic. Solvent A=10% MeOH, 90% H2O, 0.1% TFA; Solvent B=90% MeOH, 10% H2O, 0.1% TFA). The product is C#CCOc1cc(CCl)nc(C(C)C)n1. The reactants are C#CCO, CCCCC, CC(C)c1nc(Cl)cc(CCl)n1, [H-], [H][H], [Na+], C1CCOC1. As a reaction SMILES: [CH2:3]([C:4]#[CH:5])[OH:6].[CH3:21][CH2:22][CH2:23][CH2:24][CH3:25].[Cl:9][c:10]1[cH:11][c:12]([CH2:19][Cl:20])[n:13][c:14]([CH:16]([CH3:17])[CH3:18])[n:15]1.[H-:1].[H:7][H:8].[Na+:2].[O:26]1[CH2:27][CH2:28][CH2:29][CH2:30]1>>[CH2:3]([C:4]#[CH:5])[O:6][c:10]1[cH:11][c:12]([CH2:19][Cl:20])[n:13][c:14]([CH:16]([CH3:17])[CH3:18])[n:15]1. Reactants: [Li+].C[Si](C)(C)[N-][Si](C)(C)C (LiHMDS), CC1(OC(=CC(O1)=O)C)C (2,2,6-trimethyl-4H-1,3-dioxin-4-one), C(C)(=O)OCC(=O)Cl (acetoxy acetylchloride). The solvent is C1CCOC1 (THF). Reaction conditions: temperature -78 celsius, time 30 minute. Yields the product C(C)(=O)OCC(CC1=CC(OC(O1)(C)C)=O)=O (3-(2,2-dimethyl-4-oxo-4H-1,3-dioxin-6-yl)-2-oxopropyl acetate). Isolated yield 38.4%. As a reaction SMILES: [CH3:1][C:2]1([CH3:10])[O:7][C:6](=[O:8])[CH:5]=[C:4]([CH3:9])[O:3]1.[Li+].C[Si]([N-][Si](C)(C)C)(C)C.[C:21]([O:24][CH2:25][C:26](Cl)=[O:27])(=[O:23])[CH3:22]>C1COCC1>[C:21]([O:24][CH2:25][C:26](=[O:27])[CH2:9][C:4]1[O:3][C:2]([CH3:10])([CH3:1])[O:7][C:6](=[O:8])[CH:5]=1)(=[O:23])[CH3:22] |f:1.2|. Procedure details: A solution of 2,2,6-trimethyl-4H-1,3-dioxin-4-one (20 g, 141 mmol) in dry THF (400 mL) was cooled to −78° C. To this solution was slowly added a LiHMDS (1M-THF, 160 mL, 160 mmol). The resulting solution was maintained at −78° C. with stirring for 30 min. To the reaction mixture was added acetoxy acetylchloride (17 mL, 160 mmol) and the resulting mixture was maintained at −78° C. for at 1 h. The reaction was then allowed to slowly warm to rt and stir for an additional 1 h. The reaction was then q... Starting materials: BrC=1C=C(C=2NC3=CC(=CC=C3C2C1)I)C(=O)N (3-bromo-7-iodo-9H-carbazole-1-carboxamide), CC1(OB(OC1(C)C)C=1C=CC(=NC1)N1CCOCC1)C (4-(5-(4,4,5,5-tetramethyl-1,3,2-dioxaborolan-2-yl)pyridin-2-yl)morpholine), C(=O)([O-])[O-].[Na+].[Na+] (Na2CO3). The reagents and catalysts are C1=CC=C(C=C1)P([C-]2C=CC=C2)C3=CC=CC=C3.C1=CC=C(C=C1)P([C-]2C=CC=C2)C3=CC=CC=C3.Cl[Pd]Cl.[Fe+2].C(Cl)Cl (PdCl2(dppf) CH2Cl2). Solvent: COCCOC (DME). Run at temperature 105 celsius. The product is BrC=1C=C(C=2NC3=CC(=CC=C3C2C1)C=1C=NC(=CC1)N1CCOCC1)C(=O)N (3-bromo-7-(6-morpholinopyridin-3-yl)-9H-carbazole-1-carboxamide). RXN SMILES: [Br:1][C:2]1[CH:3]=[C:4]([C:16]([NH2:18])=[O:17])[C:5]2[NH:6][C:7]3[C:12]([C:13]=2[CH:14]=1)=[CH:11][CH:10]=[C:9](I)[CH:8]=3.CC1(C)C(C)(C)OB([C:27]2[CH:28]=[CH:29][C:30]([N:33]3[CH2:38][CH2:37][O:36][CH2:35][CH2:34]3)=[N:31][CH:32]=2)O1.C([O-])([O-])=O.[Na+].[Na+]>C1C=CC(P(C2C=CC=CC=2)[C-]2C=CC=C2)=CC=1.C1C=CC(P(C2C=CC=CC=2)[C-]2C=CC=C2)=CC=1.Cl[Pd]Cl.[Fe+2].C(Cl)Cl.COCCOC>[Br:1][C:2]1[CH:3]=[C:4]([C:16]([NH2:18])=[O:17])[C:5]2[NH:6][C:7]3[C:12]([C:13]=2[CH:14]=1)=[CH:11][CH:10]=[C:9]([C:27]1[CH:32]=[N:31][C:30]([N:33]2[CH2:34][CH2:35][O:36][CH2:37][CH2:38]2)=[CH:29][CH:28]=1)[CH:8]=3 |f:2.3.4,5.6.7.8.9|. Reported procedure: 3-Bromo-7-iodo-9H-carbazole-1-carboxamide 481A (100 mg, 0.241 mmol), 4-(5-(4,4,5,5-tetramethyl-1,3,2-dioxaborolan-2-yl)pyridin-2-yl)morpholine (84 mg, 0.289 mmol), PdCl2(dppf)-CH2Cl2 adduct (39.4 mg, 0.048 mmol), and Na2CO3 (2M) (0.602 mL, 1.205 mmol) were mixed with DME (4 mL) in a sealed microwave vial. The mixture was flushed with N2 and heated at 105° C. in an oil bath for 5 hrs. The mixture was used as it is. MS (ESI) m/z 450.97 (M+H)+. Reactants: CCOC(C)=O, CC(=O)Oc1cc(C)cc2c1CCC2, CCCCCC. Yields the product Cc1cc(O)c2c(c1)CCC2. RXN SMILES: [C:15]([O:16][CH2:17][CH3:18])(=[O:19])[CH3:20].[C:1](=[O:2])([CH3:3])[O:4][c:5]1[c:6]2[c:10]([cH:11][c:12]([CH3:14])[cH:13]1)[CH2:9][CH2:8][CH2:7]2.[CH3:21][CH2:22][CH2:23][CH2:24][CH2:25][CH3:26]>>[OH:4][c:5]1[c:6]2[c:10]([cH:11][c:12]([CH3:14])[cH:13]1)[CH2:9][CH2:8][CH2:7]2.